This data is from the Open Reaction Database (ORD), a public repository of structured organic reaction records. The task is: describe an organic reaction: reactants, conditions, products, and yield Reactants: compound, NC1=CC=C(C=C1)C1=CC=C2CN(C(C2=C1)=O)[C@H](C(=O)OC)C(C)C ((S)-Methyl 2-(6-(4-aminophenyl)-1-oxoisoindolin-2-yl)-3-methylbutanoate), COC=1C=C(C=CC1OC)S(=O)(=O)Cl (3,4-dimethoxybenzene sulfonyl chloride), compound, compound. The product is COC=1C=C(C=CC1OC)S(=O)(=O)NC1=CC=C(C=C1)C1=CC=C2CN(C(C2=C1)=O)[C@H](C(=O)OC)C(C)C ((S)-Methyl 2-(6-(4-(3,4-dimethoxyphenylsulfonamido)phenyl)-1-oxoisoindolin-2-yl)-3-methylbutanoate). RXN SMILES: [NH2:1][C:2]1[CH:7]=[CH:6][C:5]([C:8]2[CH:16]=[C:15]3[C:11]([CH2:12][N:13]([C@@H:18]([CH:23]([CH3:25])[CH3:24])[C:19]([O:21][CH3:22])=[O:20])[C:14]3=[O:17])=[CH:10][CH:9]=2)=[CH:4][CH:3]=1.[CH3:26][O:27][C:28]1[CH:29]=[C:30]([S:36](Cl)(=[O:38])=[O:37])[CH:31]=[CH:32][C:33]=1[O:34][CH3:35]>>[CH3:26][O:27][C:28]1[CH:29]=[C:30]([S:36]([NH:1][C:2]2[CH:3]=[CH:4][C:5]([C:8]3[CH:16]=[C:15]4[C:11]([CH2:12][N:13]([C@@H:18]([CH:23]([CH3:25])[CH3:24])[C:19]([O:21][CH3:22])=[O:20])[C:14]4=[O:17])=[CH:10][CH:9]=3)=[CH:6][CH:7]=2)(=[O:37])=[O:38])[CH:31]=[CH:32][C:33]=1[O:34][CH3:35]. Procedure: The compound of example 85 was prepared analogous to compound of example 77 by reaction of compound of example 6 with 3,4-dimethoxybenzene sulfonyl chloride. The compound of example 85 was used directly without isolation for the preparation of compound of example 86. Reactants: Cl (hydrochloric acid), ClC1=CC=C(C=C1)C(CC(=O)OCC)C1=CNC2=C(C=CC=C12)CSCC (Ethyl 3-(4-chlorophenyl)-3-{7-[(ethylsulfanyl)methyl]-1H-indol-3-yl}propanoate), solution, [H-].[Al+3].[Li+].[H-].[H-].[H-] (lithium aluminum hydride). The solvent is O1CCCC1 (tetrahydrofuran), O1CCCC1 (tetrahydrofuran), O1CCCC1 (tetrahydrofuran). Reaction conditions: time 15 minute. Product: ClC1=CC=C(C=C1)C(CCO)C1=CNC2=C(C=CC=C12)CSCC (3-(4-Chlorophenyl)-3-{7-[(ethylsulfanyl)methyl]-1H-indol-3-yl}propan-1-ol). Reaction SMILES: [Cl:1][C:2]1[CH:7]=[CH:6][C:5]([CH:8]([C:15]2[C:23]3[C:18](=[C:19]([CH2:24][S:25][CH2:26][CH3:27])[CH:20]=[CH:21][CH:22]=3)[NH:17][CH:16]=2)[CH2:9][C:10](OCC)=[O:11])=[CH:4][CH:3]=1.[H-].[Al+3].[Li+].[H-].[H-].[H-].Cl>O1CCCC1>[Cl:1][C:2]1[CH:3]=[CH:4][C:5]([CH:8]([C:15]2[C:23]3[C:18](=[C:19]([CH2:24][S:25][CH2:26][CH3:27])[CH:20]=[CH:21][CH:22]=3)[NH:17][CH:16]=2)[CH2:9][CH2:10][OH:11])=[CH:6][CH:7]=1 |f:1.2.3.4.5.6|. Procedure details: A solution of 1.05 g of the compound from Example 33A with a purity of 84% (2.19 mmol) in 20 ml of tetrahydrofuran was added dropwise to 9.1 ml (9.1 mmol) of a 1N solution of lithium aluminum hydride in tetrahydrofuran under argon in 50 ml of tetrahydrofuran at RT. The mixture was stirred at RT for 15 min and then, while cooling in ice, 1N hydrochloric acid was added. The mixture was extracted with dichloromethane, and the organic phase was dried over magnesium sulfate, filtered and concentrated... Starting materials: OC1=C(C(=O)OC)C=CC(=C1)OC1CN(CC1)C(=O)OC(C)(C)C (methyl 2-hydroxy-4-(1-tert-butyloxycarbonyl-3-pyrrolidinyloxy)benzoate), [H-].[Na+] (NaH), CI (CH3I). Run in CN(C)C=O (DMF). Conditions: time 2 hour. The product is COC1=C(C(=O)OC)C=CC(=C1)OC1CN(CC1)C(=O)OC(C)(C)C (Methyl 2-methoxy-4-(1-tert-butyloxycarbonyl-3-pyrrolidinyloxy)-benzoate). As a reaction SMILES: [OH:1][C:2]1[CH:11]=[C:10]([O:12][CH:13]2[CH2:17][CH2:16][N:15]([C:18]([O:20][C:21]([CH3:24])([CH3:23])[CH3:22])=[O:19])[CH2:14]2)[CH:9]=[CH:8][C:3]=1[C:4]([O:6][CH3:7])=[O:5].[H-].[Na+].[CH3:27]I>CN(C=O)C>[CH3:27][O:1][C:2]1[CH:11]=[C:10]([O:12][CH:13]2[CH2:17][CH2:16][N:15]([C:18]([O:20][C:21]([CH3:24])([CH3:23])[CH3:22])=[O:19])[CH2:14]2)[CH:9]=[CH:8][C:3]=1[C:4]([O:6][CH3:7])=[O:5] |f:1.2|. Procedure: To a stirred solution of methyl 2-hydroxy-4-(1-tert-butyloxycarbonyl-3-pyrrolidinyloxy)benzoate from Step 1 above (2.26 g, 6.70 mmol) in DMF (40 mL) under N2, was added NaH (400 mg, 10.1 mmol). The reaction mixture was cooled, and CH3I (0.83 mL, 13.4 mmol) was added via syringe. The reaction mixture was allowed to warm to ambient temperature, and stirred for an additional 2 hours. The solvent was removed under reduced pressure, and the residue was partitioned between ethyl acetate and aqueous Na...